Dataset: the Open Reaction Database (ORD), a public repository of structured organic reaction records. Task: describe an organic reaction: reactants, conditions, products, and yield Reactants: C(C)(C)OC(C)C (Diisopropyl ether), CC=1NC=2C(=NC(=CC2C)C(=O)OC)N1 (methyl 2,7-dimethyl-1H-imidazo[4,5-b]pyridine-5-carboxylate), BrC1=C(C=CC2=CC=CC=C12)CBr (1-Bromonaphthalen-2-ylmethyl bromide), [H-].[Na+] (sodium hydride). The solvent is CN(C=O)C (N,N-dimethylformamide). Run at time 30 minute. Product: BrC1=C(C=CC2=CC=CC=C12)CN1C(=NC=2C1=NC(=CC2C)C(=O)OC)C (Methyl 3-(1-bromonaphthalen-2-ylmethyl)-2,7-dimethyl-3H-imidazo[4,5-b]pyridine-5-carboxylate). Isolated yield 104.5%. As a reaction SMILES: [CH3:1][C:2]1[NH:3][C:4]2[C:5]([N:15]=1)=[N:6][C:7]([C:11]([O:13][CH3:14])=[O:12])=[CH:8][C:9]=2[CH3:10].[H-].[Na+].[Br:18][C:19]1[C:28]2[C:23](=[CH:24][CH:25]=[CH:26][CH:27]=2)[CH:22]=[CH:21][C:20]=1[CH2:29]Br.C(OC(C)C)(C)C>CN(C)C=O>[Br:18][C:19]1[C:28]2[C:23](=[CH:24][CH:25]=[CH:26][CH:27]=2)[CH:22]=[CH:21][C:20]=1[CH2:29][N:15]1[C:5]2=[N:6][C:7]([C:11]([O:13][CH3:14])=[O:12])=[CH:8][C:9]([CH3:10])=[C:4]2[N:3]=[C:2]1[CH3:1] |f:1.2|. Procedure: To a suspension of methyl 2,7-dimethyl-1H-imidazo[4,5-b]pyridine-5-carboxylate (625 mg) in N,N-dimethylformamide (6 ml) was added sodium hydride (70% in mineral oil, 125 mg) under ice-cooling, and the mixture was stirred for 30 min. 1-Bromonaphthalen-2-ylmethyl bromide (1.05 g) was added to the reaction mixture, and the mixture was stirred under ice-cooling for 3 hr. Diisopropyl ether (12 ml) was added to the reaction mixture and the precipitate was collected by filtration to give the objective ... The reactants are C(C)(C)(CC)C1=CC=C(C=C1)S(=O)(=O)N1C(SCC1)C(=O)O (3-[(4-tert-pentylphenyl)sulfonyl]-1,3-thiazolidine-2-carboxylic acid), C(C)(C)(CC)C1=CC=C(C=C1)S(=O)(=O)N1C(SCC1)C(=O)O (3-[(4-tert-pentylphenyl)sulfonyl]-1,3-thiazolidine-2-carboxylic acid), N[C@@H](CCO)C1=CC=CC=C1 ((3S)-3-amino-3-phenyl-1-propanol). The product is OCC[C@@H](C1=CC=CC=C1)NC(=O)[C@@H]1SCCN1S(=O)(=O)C1=CC=C(C=C1)C(C)(C)CC ((2S)—N-[(1S)-3-hydroxy-1-phenylpropyl]-3-[(4-tert-pentylphenyl)sulfonyl]-1,3-thiazolidine-2-carboxamide). Reaction SMILES: [C:1]([C:6]1[CH:11]=[CH:10][C:9]([S:12]([N:15]2[CH2:19][CH2:18][S:17][CH:16]2[C:20]([OH:22])=O)(=[O:14])=[O:13])=[CH:8][CH:7]=1)([CH2:4][CH3:5])([CH3:3])[CH3:2].[NH2:23][C@H:24]([C:28]1[CH:33]=[CH:32][CH:31]=[CH:30][CH:29]=1)[CH2:25][CH2:26][OH:27]>>[OH:27][CH2:26][CH2:25][C@H:24]([NH:23][C:20]([C@H:16]1[N:15]([S:12]([C:9]2[CH:8]=[CH:7][C:6]([C:1]([CH2:4][CH3:5])([CH3:3])[CH3:2])=[CH:11][CH:10]=2)(=[O:13])=[O:14])[CH2:19][CH2:18][S:17]1)=[O:22])[C:28]1[CH:33]=[CH:32][CH:31]=[CH:30][CH:29]=1. Procedure details: Following the general strategies and protocols outlined in Example 1, starting from 3-[(4-tert-pentylphenyl)sulfonyl]-1,3-thiazolidine-2-carboxylic acid (Intermediate 8) and commercial (3S)-3-amino-3-phenyl-1-propanol, the title compound was obtained in 99% purity by HPLC. Starting materials: N(=O)[O-].[Na+] (sodium nitrite), NC=1C=CC2=C(NC(C(O2)CC2=CC=CC=C2)=O)C1 (6-amino-2-benzyl-3-oxo-1,4-benzoxazine), Cl (hydrochloric acid), C(C=C)(=O)OC (methyl acrylate). Reagents/catalysts: [Cu]=O (copper oxide). The solvent is O (water), CC(=O)C (acetone), O (water). Conditions: time 30 minute. Product: C(C1=CC=CC=C1)C1OC2=C(NC1=O)C=C(C=C2)CC(C(=O)OC)Cl (methyl 3-(2-benzyl-3-oxo-1,4-benzoxazin-6-yl)-2-chloropropionate). Isolated yield 73.0%. Reaction SMILES: N([O-])=O.[Na+].N[C:6]1[CH:7]=[CH:8][C:9]2[O:14][CH:13]([CH2:15][C:16]3[CH:21]=[CH:20][CH:19]=[CH:18][CH:17]=3)[C:12](=[O:22])[NH:11][C:10]=2[CH:23]=1.[ClH:24].[C:25]([O:29][CH3:30])(=[O:28])[CH:26]=[CH2:27]>O.[Cu]=O.CC(C)=O>[CH2:15]([CH:13]1[C:12](=[O:22])[NH:11][C:10]2[CH:23]=[C:6]([CH2:27][CH:26]([Cl:24])[C:25]([O:29][CH3:30])=[O:28])[CH:7]=[CH:8][C:9]=2[O:14]1)[C:16]1[CH:21]=[CH:20][CH:19]=[CH:18][CH:17]=1 |f:0.1|. Procedure details: A solution of 1.3 g of sodium nitrite in 3 ml of water is added to a mixture of 4.8 g of 6-amino-2-benzyl-3-oxo-1,4-benzoxazine, 3 ml of conc. hydrochloric acid and 60 ml of acetone. After the mixture is stirred at room temperature for 30 minutes, 10.6 ml of methyl acrylate are added thereto, and 500 mg of copper oxide (I) are added gradually at a temperature of 35° to 40° C. After stirring for 30 minutes, the mixture is poured into water and extracted with ethyl acetate. The extract is washed, ... The reactants are C(C1=CC=CC=C1)N1CC(C(CC1)(O)CCCC1=CC=CC=C1)C1=C(C=C(C=C1)C(CCCCCC)(C)C)OCC1=CC=CC=C1 (1-benzyl-3-[2-benzyloxy-4-(1,1-dimethylheptyl)phenyl]-4-(3-phenylpropyl)-4-piperidinol), S(=O)(Cl)Cl (thionyl chloride). Solvent: N1=CC=CC=C1 (pyridine). Run at temperature 25 celsius, time 12 hour. Yields the product C(C1=CC=CC=C1)N1CC(=C(CC1)CCCC1=CC=CC=C1)C1=C(C=C(C=C1)C(CCCCCC)(C)C)OCC1=CC=CC=C1 (1-benzyl-3-[2-benzyloxy-4-(1,1-dimethylheptyl)phenyl]-4-(3-phenylpropyl)-1,2,5,6-tetrahydropyridine). Reaction SMILES: [CH2:1]([N:8]1[CH2:13][CH2:12][C:11]([CH2:15][CH2:16][CH2:17][C:18]2[CH:23]=[CH:22][CH:21]=[CH:20][CH:19]=2)(O)[CH:10]([C:24]2[CH:29]=[CH:28][C:27]([C:30]([CH3:38])([CH3:37])[CH2:31][CH2:32][CH2:33][CH2:34][CH2:35][CH3:36])=[CH:26][C:25]=2[O:39][CH2:40][C:41]2[CH:46]=[CH:45][CH:44]=[CH:43][CH:42]=2)[CH2:9]1)[C:2]1[CH:7]=[CH:6][CH:5]=[CH:4][CH:3]=1.S(Cl)(Cl)=O>N1C=CC=CC=1>[CH2:1]([N:8]1[CH2:13][CH2:12][C:11]([CH2:15][CH2:16][CH2:17][C:18]2[CH:23]=[CH:22][CH:21]=[CH:20][CH:19]=2)=[C:10]([C:24]2[CH:29]=[CH:28][C:27]([C:30]([CH3:37])([CH3:38])[CH2:31][CH2:32][CH2:33][CH2:34][CH2:35][CH3:36])=[CH:26][C:25]=2[O:39][CH2:40][C:41]2[CH:42]=[CH:43][CH:44]=[CH:45][CH:46]=2)[CH2:9]1)[C:2]1[CH:7]=[CH:6][CH:5]=[CH:4][CH:3]=1. Procedure details: To a -5° C. solution of 3.0 g. (4.85 mmols.) of 1-benzyl-3-[2-benzyloxy-4-(1,1-dimethylheptyl)phenyl]-4-(3-phenylpropyl)-4-piperidinol in 5 ml. of pyridine is slowly added 2.89 g. (24.3 mmols.) of thionyl chloride. The reaction mixture is then allowed to slowly warm to 25° C. and is stirred 12 hours longers. The reaction mixture is quenched by slow addition to 200 ml. of cold 20% potassium carbonate. The quenched mixture is extracted with 250 ml. of ether, the extract washed once with 200 ml. 20... Starting materials: CI, CN(C)C(=O)N1CC(c2cc(F)ccc2F)=CC1(CO)c1ccccc1, [H-], [Na+], CN(C)C=O. Yields the product COCC1(c2ccccc2)C=C(c2cc(F)ccc2F)CN1C(=O)N(C)C. Reaction SMILES: [CH3:27][I:28].[F:1][c:2]1[c:3]([C:9]2=[CH:10][C:11]([c:19]3[cH:20][cH:21][cH:22][cH:23][cH:24]3)([CH2:25][OH:26])[N:12]([C:14](=[O:15])[N:16]([CH3:17])[CH3:18])[CH2:13]2)[cH:4][c:5]([F:8])[cH:6][cH:7]1.[H-:30].[Na+:29].[O:31]=[CH:32][N:33]([CH3:34])[CH3:35]>>[F:1][c:2]1[c:3]([C:9]2=[CH:10][C:11]([c:19]3[cH:20][cH:21][cH:22][cH:23][cH:24]3)([CH2:25][O:26][CH3:27])[N:12]([C:14](=[O:15])[N:16]([CH3:17])[CH3:18])[CH2:13]2)[cH:4][c:5]([F:8])[cH:6][cH:7]1.